Dataset: the Open Reaction Database (ORD), a public repository of structured organic reaction records. Task: describe an organic reaction: reactants, conditions, products, and yield Reactants: S(O)(O)(=O)=O (sulfuric acid), CC1=CC2=C(C=C1)C1=C(CNCC1)C(O2)=O (1,2,3,4-tetrahydro-8-methyl-5H-[1]benzopyrano[3,4-c]pyridin-5-one), [N+](=O)(O)[O-] (nitric acid). Run in O (water). Yields the product CC1=CC2=C(C=C1[N+](=O)[O-])C1=C(CNCC1)C(O2)=O (1,2,3,4-Tetrahydro-8-methyl-9-nitro-5H-[1]benzopyrano[3,4-c]pyridin-5-one). RXN SMILES: [CH3:1][C:2]1[CH:7]=[CH:6][C:5]2[C:8]3[CH2:13][CH2:12][NH:11][CH2:10][C:9]=3[C:14](=[O:16])[O:15][C:4]=2[CH:3]=1.S(=O)(=O)(O)O.[N+:22]([O-])([OH:24])=[O:23]>O>[CH3:1][C:2]1[C:7]([N+:22]([O-:24])=[O:23])=[CH:6][C:5]2[C:8]3[CH2:13][CH2:12][NH:11][CH2:10][C:9]=3[C:14](=[O:16])[O:15][C:4]=2[CH:3]=1. Procedure: A stirred suspension of 1,2,3,4-tetrahydro-8-methyl-5H-[1]benzopyrano[3,4-c]pyridin-5-one (10.0 g, 0.046 moles) in water (10 ml) is cooled in an ice bath. Concentrated sulfuric acid (25 ml) is added, followed after 15 minutes by the dropwise addition of concentrated nitric acid (12 ml). The ice bath is removed and the mixture allowed to warm to room temperature. After 48 hours the mixture is poured over crushed ice, stirred, and made strongly basic by the addition of concentrated ammonium hydrox... Starting materials: C(C)(=O)OC1=C(C=C(C=C1)C)N1N=C2C(=N1)C=CC(=C2)C=C (2(2-acetoxy-5-methylphenyl)5-vinyl-2H-benzotriazole), C1([N+](=O)[O-])=CC([N+](=O)[O-])=CC([N+](=O)[O-])=C1O (picric acid), solution, C(O)([O-])=O.[Na+] (sodium hydrogencarbonate). Solvent: CO (methanol). Conditions: time 1.5 hour. The product is OC1=C(C=C(C=C1)C)N1N=C2C(=N1)C=CC(=C2)C=C (2(2-hydroxy-5-methylphenyl)5-vinyl-2H-benzotriazole). RXN SMILES: C([O:4][C:5]1[CH:10]=[CH:9][C:8]([CH3:11])=[CH:7][C:6]=1[N:12]1[N:16]=[C:15]2[CH:17]=[CH:18][C:19]([CH:21]=[CH2:22])=[CH:20][C:14]2=[N:13]1)(=O)C.C(=O)([O-])O.[Na+].C1(C(O)=C([N+]([O-])=O)C=C([N+]([O-])=O)C=1)[N+]([O-])=O>CO>[OH:4][C:5]1[CH:10]=[CH:9][C:8]([CH3:11])=[CH:7][C:6]=1[N:12]1[N:16]=[C:15]2[CH:17]=[CH:18][C:19]([CH:21]=[CH2:22])=[CH:20][C:14]2=[N:13]1 |f:1.2|. Procedure: In a 200 ml flask equipped with a reflux condenser and a mechanical stirrer were placed 2(2-acetoxy-5-methylphenyl)5-vinyl-2H-benzotriazole (7.2 g, 24.5 mmole), a 20% solution of sodium hydrogencarbonate (4.2 g), methanol (110 g) and picric acid (0.01 g). The mixture was heated and kept for 1.5 hours at reflux temperature. The clear, yellow solution was cooled to room temperature, filtered and acidified slowly at 0° to 50° C. with 1N aqueous hydrochloric acid solution. The precipitate was dissol... Reactants: CCOC(=O)C1CCN(C(=O)c2ccc(F)cc2)C1, C[Si](C)(C)[N-][Si](C)(C)C, ICI, [Li+], C1CCOC1. The product is CCOC(=O)C1(CI)CCN(C(=O)c2ccc(F)cc2)C1. RXN SMILES: [CH2:1]([CH3:2])[O:3][C:4](=[O:5])[CH:6]1[CH2:7][N:8]([C:11]([c:12]2[cH:13][cH:14][c:15]([F:18])[cH:16][cH:17]2)=[O:19])[CH2:9][CH2:10]1.[CH3:20][Si:21]([N-:22][Si:23]([CH3:24])([CH3:25])[CH3:26])([CH3:27])[CH3:28].[I:30][CH2:31][I:32].[Li+:29].[O:33]1[CH2:34][CH2:35][CH2:36][CH2:37]1>>[CH2:1]([CH3:2])[O:3][C:4](=[O:5])[C:6]1([CH2:31][I:30])[CH2:7][N:8]([C:11]([c:12]2[cH:13][cH:14][c:15]([F:18])[cH:16][cH:17]2)=[O:19])[CH2:9][CH2:10]1. Starting materials: C(=O)([O-])[O-].[K+].[K+] (K2CO3), solution, C(C)OC1=CC=C(C=C1)C1=C(N=C2N(C1=O)C=CS2)C (6-(4-Ethoxyphenyl)-7-methyl-5H-[1,3]thiazolo[3,2-a]pyrimidin-5-one), BrCCCC#N (4-bromobutyronitrile). Solvent: CN(C)C=O (DMF), C(C)(=O)OCC (ethyl acetate). Conditions: temperature 80 celsius. Product: CC=1N=C2N(C(C1C1=CC=C(OCCCC#N)C=C1)=O)C=CS2 (4-[4-(7-Methyl-5-oxo-5H-[1,3]thiazolo[3,2-a]pyrimidin-6-yl)phenoxy]-butane nitrile). Isolated yield 56.7%. Reaction SMILES: [CH2:1]([O:3][C:4]1[CH:9]=[CH:8][C:7]([C:10]2[C:15](=[O:16])[N:14]3[CH:17]=[CH:18][S:19][C:13]3=[N:12][C:11]=2[CH3:20])=[CH:6][CH:5]=1)[CH3:2].BrCC[CH2:24][C:25]#[N:26].C([O-])([O-])=O.[K+].[K+]>CN(C=O)C.C(OCC)(=O)C>[CH3:20][C:11]1[N:12]=[C:13]2[S:19][CH:18]=[CH:17][N:14]2[C:15](=[O:16])[C:10]=1[C:7]1[CH:6]=[CH:5][C:4]([O:3][CH2:1][CH2:2][CH2:24][C:25]#[N:26])=[CH:9][CH:8]=1 |f:2.3.4|. Procedure: To a solution of Step 1 intermediate, Intermediate 10 (350 mg, 1.355 mmol) in DMF (10 ml) was added 4-bromobutyronitrile (280 mg, 1.897 mmol) at room temperature followed by K2CO3 (560 mg, 4.065 mmol) and the reaction temperature was heated to 80° C. for 15.0 h overnight. The reaction mixture was diluted with ethyl acetate, washed with water and brine and purified by column chromatography to afford 250 mg the desired compound as a white solid; 1H NMR (300 MHz, CDCl3) δ 2.17 (s, 3H), 3.80-3.85 (m... Starting materials: CC(=O)[O-], O=CO, CCOC(=O)c1c(N)sc2c1CCC2, [NH4+], O. Yields the product CCOC(=O)c1c(NC=O)sc2c1CCC2. As a reaction SMILES: [CH3:16][C:17]([O-:18])=[O:19].[CH:20]([OH:21])=[O:22].[NH2:1][c:2]1[c:3]([C:10](=[O:11])[O:12][CH2:13][CH3:14])[c:4]2[c:5]([s:6]1)[CH2:7][CH2:8][CH2:9]2.[NH4+:15].[OH2:23]>>[NH:1]([c:2]1[c:3]([C:10](=[O:11])[O:12][CH2:13][CH3:14])[c:4]2[c:5]([s:6]1)[CH2:7][CH2:8][CH2:9]2)[CH:17]=[O:18]. Reactants: CC1(C)SC2C(N3C(=O)C(c4ccccc4)NC3(C)C)C(=O)N2C1C(=O)O, Cl, Cl. Yields the product CC1(C)SC2C(N3C(=O)C(c4ccccc4)NC3(C)C)C(=O)N2C1C(=O)O. Reaction SMILES: [CH:2]12[S:3][C:4]([CH3:5])([CH3:6])[CH:7]([C:26]([OH:27])=[O:28])[N:8]1[C:9](=[O:10])[CH:11]2[N:12]1[C:13](=[O:14])[CH:15]([c:20]2[cH:21][cH:22][cH:23][cH:24][cH:25]2)[NH:16][C:17]1([CH3:18])[CH3:19].[ClH:1].[ClH:29]>>[CH:2]12[S:3][C:4]([CH3:5])([CH3:6])[CH:7]([C:26](=[O:27])[OH:28])[N:8]1[C:9](=[O:10])[CH:11]2[N:12]1[C:13](=[O:14])[CH:15]([c:20]2[cH:21][cH:22][cH:23][cH:24][cH:25]2)[NH:16][C:17]1([CH3:18])[CH3:19].